This data is from the Open Reaction Database (ORD), a public repository of structured organic reaction records. The task is: describe an organic reaction: reactants, conditions, products, and yield Starting materials: P(=O)(Cl)(Cl)Cl (phosphorus oxychloride), CN(C=O)C (N,N-dimethylformamide), CN(C=O)C (N,N-dimethylformamide), C(C)(C)(C)C1=CC(=C(N1CCC1=CC=CC=C1)C)C(=O)OCC (ethyl 5-tert-butyl-2-methyl-1-(2-phenylethyl)-1H-pyrrole-3-carboxylate). The solvent is O (Water). Run at time 15 minute. Product: C(C)(C)(C)C1=C(C(=C(N1CCC1=CC=CC=C1)C)C(=O)OCC)C=O (ethyl 5-tert-butyl-4-formyl-2-methyl-1-(2-phenylethyl)-1H-pyrrole-3-carboxylate). RXN SMILES: P(Cl)(Cl)(Cl)=O.CN(C)[CH:8]=[O:9].[C:11]([C:15]1[N:19]([CH2:20][CH2:21][C:22]2[CH:27]=[CH:26][CH:25]=[CH:24][CH:23]=2)[C:18]([CH3:28])=[C:17]([C:29]([O:31][CH2:32][CH3:33])=[O:30])[CH:16]=1)([CH3:14])([CH3:13])[CH3:12]>O>[C:11]([C:15]1[N:19]([CH2:20][CH2:21][C:22]2[CH:27]=[CH:26][CH:25]=[CH:24][CH:23]=2)[C:18]([CH3:28])=[C:17]([C:29]([O:31][CH2:32][CH3:33])=[O:30])[C:16]=1[CH:8]=[O:9])([CH3:14])([CH3:12])[CH3:13]. Procedure details: Under ice-cooling, 0.72 ml of phosphorus oxychloride was added to 4 ml of N,N-dimethylformamide at an inner temperature of from 10 to 20° C., followed by stirring at room temperature for 15 minutes. A 5 ml portion of N,N-dimethylformamide solution of 2.00 g ethyl 5-tert-butyl-2-methyl-1-(2-phenylethyl)-1H-pyrrole-3-carboxylate was added to this solution under ice-cooling at an inner temperature of from 10 to 20° C., followed by stirring overnight at 60° C. Water was added at 0° C., pH was adjust...